The task is: describe an organic reaction: reactants, conditions, products, and yield. This data is from the Open Reaction Database (ORD), a public repository of structured organic reaction records. The reactants are C1(CCC1)N(C(C1=C(C=CC(=C1)OC1=C(C=C(C=C1C)[N+](=O)[O-])C)OC)=O)C (N-cyclobutyl-5-(2,6-dimethyl-4-nitro-phenoxy)-2-methoxy-N-methyl-benzamide), B(Br)(Br)Br (Boron tribromide). Solvent: O (water). Yields the product C1(CCC1)N(C(C1=C(C=CC(=C1)OC1=C(C=C(C=C1C)[N+](=O)[O-])C)O)=O)C (N-Cyclobutyl-5-(2,6-dimethyl-4-nitro-phenoxy)-2-hydroxy-N-methyl-benzamide). Reaction SMILES: [CH:1]1([N:5]([CH3:28])[C:6](=[O:27])[C:7]2[CH:12]=[C:11]([O:13][C:14]3[C:19]([CH3:20])=[CH:18][C:17]([N+:21]([O-:23])=[O:22])=[CH:16][C:15]=3[CH3:24])[CH:10]=[CH:9][C:8]=2[O:25]C)[CH2:4][CH2:3][CH2:2]1.B(Br)(Br)Br>O>[CH:1]1([N:5]([CH3:28])[C:6](=[O:27])[C:7]2[CH:12]=[C:11]([O:13][C:14]3[C:19]([CH3:20])=[CH:18][C:17]([N+:21]([O-:23])=[O:22])=[CH:16][C:15]=3[CH3:24])[CH:10]=[CH:9][C:8]=2[OH:25])[CH2:4][CH2:3][CH2:2]1. Procedure details: N-Cyclobutyl-5-(2,6-dimethyl-4-nitro-phenoxy)-2-hydroxy-N-methyl-benzamide was prepared from N-cyclobutyl-5-(2,6-dimethyl-4-nitro-phenoxy)-2-methoxy-N-methyl-benzamide according to a procedure analogous to that described in EXAMPLE 2, Step B. Boron tribromide (1M in dichloromethane, 2.0 equiv) was used. After water addition, the mixture was extracted with dichloromethane (3×10 ml). The combined organic phases were dried over anhydrous Na2SO4, filtered, and concentrated. The title product of Step... Starting materials: O=C([O-])[O-], COc1ccc(CCl)cc1, [Cs+], [Cs+], O=C1CNC(=O)N1, CN(C)C=O. Product: COc1ccc(CN2CC(=O)NC2=O)cc1. As a reaction SMILES: [C:8](=[O:9])([O-:10])[O-:11].[CH3:14][O:15][c:16]1[cH:17][cH:18][c:19]([CH2:20][Cl:21])[cH:22][cH:23]1.[Cs+:12].[Cs+:13].[O:1]=[C:2]1[CH2:3][NH:4][C:5](=[O:6])[NH:7]1.[O:24]=[CH:25][N:26]([CH3:27])[CH3:28]>>[O:1]=[C:2]1[CH2:3][N:4]([CH2:20][c:19]2[cH:18][cH:17][c:16]([O:15][CH3:14])[cH:23][cH:22]2)[C:5](=[O:6])[NH:7]1. Starting materials: NCCO (2-aminoethanol), FC=1C=C(C=CC1NC(=O)OC1=CC=CC=C1)C=1N=C(C2=C(N1)CN(C2)C(=O)OCC)N2[C@H](COCC2)C ((S)-ethyl 2-(3-fluoro-4-((phenoxycarbonyl)amino)phenyl)-4-(3-methylmorpholino)-5H-pyrrolo[3,4-d]pyrimidine-6(7H)-carboxylate). The product is C(C)OC(=O)N1CC=2N=C(N=C(C2C1)N1[C@H](COCC1)C)C1=CC(=C(C=C1)NC(=O)NCCO)F ((S)-ethyl-2-(3-fluoro-4-(3-(2-hydroxyethyl)ureido)phenyl)-4-(3-methylmorpholino)-5H-pyrrolo[3,4-d]pyrimidine-6(7H)-carboxylate). Isolated yield 36.0%. Reaction SMILES: [NH2:1][CH2:2][CH2:3][OH:4].[F:5][C:6]1[CH:7]=[C:8]([C:22]2[N:23]=[C:24]([N:36]3[CH2:41][CH2:40][O:39][CH2:38][C@@H:37]3[CH3:42])[C:25]3[CH2:30][N:29]([C:31]([O:33][CH2:34][CH3:35])=[O:32])[CH2:28][C:26]=3[N:27]=2)[CH:9]=[CH:10][C:11]=1[NH:12][C:13](OC1C=CC=CC=1)=[O:14]>>[CH2:34]([O:33][C:31]([N:29]1[CH2:30][C:25]2[C:24]([N:36]3[CH2:41][CH2:40][O:39][CH2:38][C@@H:37]3[CH3:42])=[N:23][C:22]([C:8]3[CH:9]=[CH:10][C:11]([NH:12][C:13]([NH:1][CH2:2][CH2:3][OH:4])=[O:14])=[C:6]([F:5])[CH:7]=3)=[N:27][C:26]=2[CH2:28]1)=[O:32])[CH3:35]. Procedure details: Method as described for example 51, using 2-aminoethanol and (S)-ethyl 2-(3-fluoro-4-((phenoxycarbonyl)amino)phenyl)-4-(3-methylmorpholino)-5H-pyrrolo[3,4-d]pyrimidine-6(7H)-carboxylate as starting materials. The mixture was reduced in vacuo and purified by flash SCX2 chromatography affording the title compound (10 mg, 0.020 mmol, 36%). Reactants: NC(=O)c1cccc(Cc2ccccc2)c1, COCCO[AlH2-]OCCOC, COCCO[Al+]OCCOC, Cc1ccccc1, [H-], [H-], [Na+], [Na+]. Yields the product NCc1cccc(Cc2ccccc2)c1. As a reaction SMILES: [CH2:1]([c:2]1[cH:3][cH:4][cH:5][cH:6][cH:7]1)[c:8]1[cH:9][c:10]([C:11](=[O:12])[NH2:13])[cH:14][cH:15][cH:16]1.[CH3:18][O:19][CH2:20][CH2:21][O:22][AlH2-:23][O:24][CH2:25][CH2:26][O:27][CH3:28].[CH3:30][O:31][CH2:32][CH2:33][O:34][Al+:35][O:36][CH2:37][CH2:38][O:39][CH3:40].[CH3:43][c:44]1[cH:45][cH:46][cH:47][cH:48][cH:49]1.[H-:29].[H-:42].[Na+:17].[Na+:41]>>[CH2:1]([c:2]1[cH:3][cH:4][cH:5][cH:6][cH:7]1)[c:8]1[cH:9][c:10]([CH2:11][NH2:13])[cH:14][cH:15][cH:16]1. Reactants: C(C)SC1=NN(C2=C1C=NC(=C2)NC(=O)N[C@H](C)C2=CC=CC=C2)C(C2=CC=CC=C2)(C2=CC=CC=C2)C2=CC=CC=C2 ((R)-1-(3-(Ethylthio)-1-trityl-1H-pyrazolo[4,3-c]pyridin-6-yl)-3-(1-phenylethyl)urea), C(C)[SiH](CC)CC (triethylsilane). Run in C(=O)(C(F)(F)F)O (TFA). Conditions: time 1 hour. The product is C(C)SC1=NNC2=C1C=NC(=C2)NC(=O)N[C@H](C)C2=CC=CC=C2 ((R)-1-(3-(ethylthio)-1H-pyrazolo[4,3-c]pyridin-6-yl)-3-(1-phenylethyl)urea). As a reaction SMILES: [CH2:1]([S:3][C:4]1[C:8]2[CH:9]=[N:10][C:11]([NH:13][C:14]([NH:16][C@@H:17]([C:19]3[CH:24]=[CH:23][CH:22]=[CH:21][CH:20]=3)[CH3:18])=[O:15])=[CH:12][C:7]=2[N:6](C(C2C=CC=CC=2)(C2C=CC=CC=2)C2C=CC=CC=2)[N:5]=1)[CH3:2].C([SiH](CC)CC)C>C(O)(C(F)(F)F)=O>[CH2:1]([S:3][C:4]1[C:8]2[CH:9]=[N:10][C:11]([NH:13][C:14]([NH:16][C@@H:17]([C:19]3[CH:20]=[CH:21][CH:22]=[CH:23][CH:24]=3)[CH3:18])=[O:15])=[CH:12][C:7]=2[NH:6][N:5]=1)[CH3:2]. Procedure details: (R)-1-(3-(Ethylthio)-1-trityl-1H-pyrazolo[4,3-c]pyridin-6-yl)-3-(1-phenylethyl)urea (40.6 mg, 0.070 mmol) was dissolved in TFA (1 mL) and triethylsilane (0.017 mL, 0.104 mmol) was added. The reaction mixture stirred at room temperature for 1 h. The reaction mixture was concentrated in vacuo, diluted with DMSO (1 mL), filtered, and purified by mass-triggered reverse phase HPLC. The fractions containing pure product were concentrated in vacuo to give (R)-1-(3-(ethylthio)-1H-pyrazolo[4,3-c]pyridin-... Starting materials: C(=O)(Cl)Cl (phosgene), C(N)(=O)Cl (carbamoyl chloride), CNC(=O)NC (sym-dimethylurea), C(=O)(Cl)Cl (phosgene). Run in ClC(C)Cl (dichloroethane), ClC(C)Cl (dichloroethane). Run at temperature 80 celsius. The product is CNC(=O)N(C(=O)Cl)C (N-Methylcarbamoyl-N-methylcarbamoyl chloride). As a reaction SMILES: [CH3:1][NH:2][C:3]([NH:5][CH3:6])=[O:4].[C:7]([Cl:10])(Cl)=[O:8].C(Cl)(=O)N>ClC(Cl)C>[CH3:1][NH:2][C:3]([N:5]([CH3:6])[C:7]([Cl:10])=[O:8])=[O:4]. Reported procedure: To a cold suspension of 22 g. (0.25 m.) of sym-dimethylurea in dichloroethane was added dropwise with stirring a cold solution of 30 g. (0.3 m.) of phosgene in 90 ml. of dichloroethane. After the addition of the phosgene solution was complete, the reaction mixture was allowed to stir at room temperature for one hour and was then heated to 80° C. and purged with nitrogen for one hour. The reaction mixture was evaporated under reduced pressure and the residual gum was extracted twice with 350 ml. ... Starting materials: CCO, CCOC(=O)c1cnn(C2CCOCC2)c1-c1cc(F)c(-c2c(C)cc(C)nc2OC)cc1F, [Na+], [OH-]. Yields the product COc1nc(C)cc(C)c1-c1cc(F)c(-c2c(C(=O)O)cnn2C2CCOCC2)cc1F. As a reaction SMILES: [CH3:37][CH2:38][OH:39].[F:3][c:4]1[c:5](-[c:21]2[c:22]([C:32](=[O:33])[O:34][CH2:35][CH3:36])[cH:23][n:24][n:25]2[CH:26]2[CH2:27][CH2:28][O:29][CH2:30][CH2:31]2)[cH:6][c:7]([F:20])[c:8](-[c:10]2[c:11]([O:18][CH3:19])[n:12][c:13]([CH3:17])[cH:14][c:15]2[CH3:16])[cH:9]1.[Na+:2].[OH-:1]>>[F:3][c:4]1[c:5](-[c:21]2[c:22]([C:32](=[O:33])[OH:34])[cH:23][n:24][n:25]2[CH:26]2[CH2:27][CH2:28][O:29][CH2:30][CH2:31]2)[cH:6][c:7]([F:20])[c:8](-[c:10]2[c:11]([O:18][CH3:19])[n:12][c:13]([CH3:17])[cH:14][c:15]2[CH3:16])[cH:9]1. The reactants are BrC1=CC=C(C=N1)C(=O)N1CCN(CC1)C1=NC=C(C=C1C1CC1)C1CC1 ((6-bromopyridin-3-yl)[4-(3,5-dicyclopropylpyridin-2-yl)piperazin-1-yl]methanone), O=C1OC[C@H](N1)COC(C1=CC=CC=C1)=O (benzoic acid (R)-2-oxooxazolidin-4-ylmethyl ester). Product: C1(CC1)C=1C(=NC=C(C1)C1CC1)N1CCN(CC1)C(=O)C=1C=CC(=NC1)N1C(OC[C@H]1CO)=O ((R)-3-{5-[4-(3,5-dicyclopropylpyridin-2-yl)piperazine-1-carbonyl]pyridin-2-yl}-4-hydroxymethyloxazolidin-2-one). Yield: 53.4%. As a reaction SMILES: Br[C:2]1[N:7]=[CH:6][C:5]([C:8]([N:10]2[CH2:15][CH2:14][N:13]([C:16]3[C:21]([CH:22]4[CH2:24][CH2:23]4)=[CH:20][C:19]([CH:25]4[CH2:27][CH2:26]4)=[CH:18][N:17]=3)[CH2:12][CH2:11]2)=[O:9])=[CH:4][CH:3]=1.[O:28]=[C:29]1[NH:33][C@H:32]([CH2:34][O:35]C(=O)C2C=CC=CC=2)[CH2:31][O:30]1>>[CH:22]1([C:21]2[C:16]([N:13]3[CH2:14][CH2:15][N:10]([C:8]([C:5]4[CH:4]=[CH:3][C:2]([N:33]5[C@H:32]([CH2:34][OH:35])[CH2:31][O:30][C:29]5=[O:28])=[N:7][CH:6]=4)=[O:9])[CH2:11][CH2:12]3)=[N:17][CH:18]=[C:19]([CH:25]3[CH2:27][CH2:26]3)[CH:20]=2)[CH2:24][CH2:23]1. Reported procedure: By reaction and treatment in the same manner as in Example 19 and using (6-bromopyridin-3-yl)[4-(3,5-dicyclopropylpyridin-2-yl)piperazin-1-yl]methanone (880 mg) described in Preparation Example 112 and benzoic acid (R)-2-oxooxazolidin-4-ylmethyl ester (650 mg), the title compound (510 mg) was obtained. The reactants are COc1ccccc1C(=O)O, Cc1cccc(-c2sc(C)nc2C(=O)N2CC3CC3C2CN)c1. Yields the product COc1ccccc1C(=O)NCC1C2CC2CN1C(=O)c1nc(C)sc1-c1cccc(C)c1. As a reaction SMILES: [CH3:24][O:25][c:26]1[c:27]([C:28](=[O:29])[OH:30])[cH:31][cH:32][cH:33][cH:34]1.[NH2:1][CH2:2][CH:3]1[CH:4]2[CH2:5][CH:6]2[CH2:7][N:8]1[C:9](=[O:10])[c:11]1[n:12][c:13]([CH3:23])[s:14][c:15]1-[c:16]1[cH:17][c:18]([CH3:22])[cH:19][cH:20][cH:21]1>>[NH:1]([CH2:2][CH:3]1[CH:4]2[CH2:5][CH:6]2[CH2:7][N:8]1[C:9](=[O:10])[c:11]1[n:12][c:13]([CH3:23])[s:14][c:15]1-[c:16]1[cH:17][c:18]([CH3:22])[cH:19][cH:20][cH:21]1)[C:28]([c:27]1[c:26]([O:25][CH3:24])[cH:34][cH:33][cH:32][cH:31]1)=[O:29].